Dataset: the Open Reaction Database (ORD), a public repository of structured organic reaction records. Task: describe an organic reaction: reactants, conditions, products, and yield Starting materials: C(C1=CC=CC=C1)N1CCC(CC1)OC1=CC=C(C=C1)C(F)(F)F (1-benzyl-4-(p-trifluoromethylphenoxy)piperidine), ( a ), [H][H] (hydrogen), [H][H] (hydrogen). Reagents/catalysts: [Pd] (palladium-on-charcoal). Run in C(C)O (ethanol). Product: FC(C1=CC=C(OC2CCNCC2)C=C1)(F)F (4-(p-trifluoromethylphenoxy)piperidine). Reaction SMILES: C([N:8]1[CH2:13][CH2:12][CH:11]([O:14][C:15]2[CH:20]=[CH:19][C:18]([C:21]([F:24])([F:23])[F:22])=[CH:17][CH:16]=2)[CH2:10][CH2:9]1)C1C=CC=CC=1.[H][H]>[Pd].C(O)C>[F:24][C:21]([F:22])([F:23])[C:18]1[CH:19]=[CH:20][C:15]([O:14][CH:11]2[CH2:10][CH2:9][NH:8][CH2:13][CH2:12]2)=[CH:16][CH:17]=1. Procedure details: A solution of 46.0 g of 1-benzyl-4-(p-trifluoromethylphenoxy)piperidine, the free base of Part (a), in 250 ml. of 95% ethanol is treated with 6.0 g of 10% palladium-on-charcoal catalyst and is shaken with hydrogen gas at 50° C. until the theoretical amount of hydrogen is absorbed. The suspension is cooled, filtered, and the solvent is removed. The residual oil is fractionally distilled under reduced pressure and the fraction which boils at 74°-76° C/0.05 mm is collected. The collected oil crysta... The reactants are [Br-].CC1(CC(C2=CC(=CC=C12)C(C)[P+](C1=CC=CC=C1)(C1=CC=CC=C1)C1=CC=CC=C1)(C)C)C ([1-(1,1,3,3-tetramethyl-5-indanyl)ethyl]-triphenylphosphonium bromide), C(C)(=O)C1=CC=C(C=O)C=C1 (4-acetyl-benzaldehyde). Product: CC1(CC(C2=CC(=CC=C12)/C(=C/C1=CC=C(C=C1)C(C)=O)/C)(C)C)C (4'-[(E)-2-(1,1,3,3-tetramethyl-5-indanyl)propenyl]-acetophenone). Reaction SMILES: [Br-].[CH3:2][C:3]1([CH3:35])[C:11]2[C:6](=[CH:7][C:8]([CH:12]([P+](C3C=CC=CC=3)(C3C=CC=CC=3)C3C=CC=CC=3)[CH3:13])=[CH:9][CH:10]=2)[C:5]([CH3:34])([CH3:33])[CH2:4]1.[C:36]([C:39]1[CH:46]=[CH:45][C:42]([CH:43]=O)=[CH:41][CH:40]=1)(=[O:38])[CH3:37]>>[CH3:2][C:3]1([CH3:35])[C:11]2[C:6](=[CH:7][C:8](/[C:12](/[CH3:13])=[CH:43]/[C:42]3[CH:45]=[CH:46][C:39]([C:36](=[O:38])[CH3:37])=[CH:40][CH:41]=3)=[CH:9][CH:10]=2)[C:5]([CH3:34])([CH3:33])[CH2:4]1 |f:0.1|. Reported procedure: In a manner analogous to that described in Example 1, from [1-(1,1,3,3-tetramethyl-5-indanyl)ethyl]-triphenylphosphonium bromide and 4-acetyl-benzaldehyde there can be obtained 4'-[(E)-2-(1,1,3,3-tetramethyl-5-indanyl)propenyl]-acetophenone of melting point 130°-131° C. The reactants are BrC1=C(C=C(OCC=2C(=NOC2C2CC2)C2=C(C=CC=C2Cl)Cl)C=C1)Cl (4-((4-Bromo-3-chlorophenoxy)methyl)-5-cyclopropyl-3-(2,6-dichlorophenyl)-isoxazole), [Li]CCCC (n-BuLi), O=C1CC(C1)C=1C=C(C(=O)OC)C=CC1 (Methyl 3-(3-oxocyclobutyl)benzoate), CC(OCC)=O (EA). Run in C1CCOC1 (THF), C1CCOC1 (THF). Reaction conditions: time 1 hour. Product: ClC1=C(C=CC(=C1)OCC=1C(=NOC1C1CC1)C1=C(C=CC=C1Cl)Cl)C1(CC(C1)C=1C=C(C(=O)OC)C=CC1)O (Methyl 3-(3-(2-chloro-4-((5-cyclopropyl-3-(2,6-dichlorophenyl)isoxazol-4-yl)methoxy)phenyl)-3-hydroxycyclobutyl)benzoate). Yield: 81.1%. Reaction SMILES: Br[C:2]1[CH:25]=[CH:24][C:5]([O:6][CH2:7][C:8]2[C:9]([C:16]3[C:21]([Cl:22])=[CH:20][CH:19]=[CH:18][C:17]=3[Cl:23])=[N:10][O:11][C:12]=2[CH:13]2[CH2:15][CH2:14]2)=[CH:4][C:3]=1[Cl:26].[Li]CCCC.[O:32]=[C:33]1[CH2:36][CH:35]([C:37]2[CH:38]=[C:39]([CH:44]=[CH:45][CH:46]=2)[C:40]([O:42][CH3:43])=[O:41])[CH2:34]1.CC(=O)OCC>C1COCC1>[Cl:26][C:3]1[CH:4]=[C:5]([O:6][CH2:7][C:8]2[C:9]([C:16]3[C:21]([Cl:22])=[CH:20][CH:19]=[CH:18][C:17]=3[Cl:23])=[N:10][O:11][C:12]=2[CH:13]2[CH2:15][CH2:14]2)[CH:24]=[CH:25][C:2]=1[C:33]1([OH:32])[CH2:34][CH:35]([C:37]2[CH:38]=[C:39]([CH:44]=[CH:45][CH:46]=2)[C:40]([O:42][CH3:43])=[O:41])[CH2:36]1. Reported procedure: To a stirring solution of compound 1a (1.67 g, 3.5 mmol) in dry THF (30 mL) was added n-BuLi (2.5 M in hexane, 1.2 eq, 1.69 mL) dropwise over 10 min at −78° C. under a nitrogen atmosphere. This was stirred for 1 h at this temperature before adding a solution of compound 1c (0.72 g, 1 eq) in dry THF (10 mL) dropwise and stirred for 1 h at this temperature. The reaction mixture was allowed to warm to rt slowly and left stirring overnight. The reaction was quenched with a solution of saturated ammo... The reactants are CCOC(=O)CC#N, CC(=O)Nc1ccc(C=O)cc1, C1CCNCC1, CCO. Product: CCOC(=O)C(C#N)=Cc1ccc(NC(C)=O)cc1. Reaction SMILES: [C:1](#[N:2])[CH2:3][C:4](=[O:5])[O:6][CH2:7][CH3:8].[C:9]([CH3:10])(=[O:11])[NH:12][c:13]1[cH:14][cH:15][c:16]([CH:17]=[O:18])[cH:19][cH:20]1.[CH2:21]1[CH2:22][CH2:23][NH:24][CH2:25][CH2:26]1.[CH3:27][CH2:28][OH:29]>>[C:1](#[N:2])[C:3]([C:4](=[O:5])[O:6][CH2:7][CH3:8])=[CH:17][c:16]1[cH:15][cH:14][c:13]([NH:12][C:9]([CH3:10])=[O:11])[cH:20][cH:19]1.